Dataset: the Open Reaction Database (ORD), a public repository of structured organic reaction records. Task: describe an organic reaction: reactants, conditions, products, and yield The reactants are COS(=O)(=O)c1ccc(C)cc1, Cc1nc2ccc(S(=O)(=O)N(C)C)cc2s1, CCOC(C)=O. Yields the product Cc1sc2cc(S(=O)(=O)N(C)C)ccc2[n+]1C, Cc1ccc(S(=O)(=O)[O-])cc1. As a reaction SMILES: [CH3:17][O:18][S:19](=[O:20])(=[O:21])[c:22]1[cH:23][cH:24][c:25]([CH3:28])[cH:26][cH:27]1.[CH3:1][N:2]([S:3](=[O:4])(=[O:5])[c:6]1[cH:7][c:8]2[c:9]([n:10][c:11]([CH3:13])[s:12]2)[cH:14][cH:15]1)[CH3:16].[CH3:29][CH2:30][O:31][C:32](=[O:33])[CH3:34]>>[CH3:1][N:2]([S:3](=[O:4])(=[O:5])[c:6]1[cH:7][c:8]2[c:9]([n+:10]([CH3:17])[c:11]([CH3:13])[s:12]2)[cH:14][cH:15]1)[CH3:16].[O:18]=[S:19](=[O:20])([O-:21])[c:22]1[cH:23][cH:24][c:25]([CH3:28])[cH:26][cH:27]1. Starting materials: OCC1CNCC1C1=CC=CC=C1 (3-(SR)-Hydroxymethyl-4-(SR)-phenylpyrrolidine), C1(=CC=CC=C1)S(=O)(=O)Cl (benzenesulfonyl chloride). The reagents and catalysts are CN(C)C1=CC=NC=C1 (4-(N,N-dimethylamino)pyridine). Solvent: N1=CC=CC=C1 (pyridine). Run at time 1 hour. Yields the product hexanes ether, C1(=CC=CC=C1)S(=O)(=O)N1CC(C(C1)C1=CC=CC=C1)COS(=O)(=O)C1=CC=CC=C1 (1-(Benzenesulfonyl)-3-(SR)-benzenesulfonyloxymethyl-4-(SR)-phenylpyrrolidine). Yield: 67.6%. RXN SMILES: [OH:1][CH2:2][CH:3]1[CH:7]([C:8]2[CH:13]=[CH:12][CH:11]=[CH:10][CH:9]=2)[CH2:6][NH:5][CH2:4]1.[C:14]1([S:20](Cl)(=[O:22])=[O:21])[CH:19]=[CH:18][CH:17]=[CH:16][CH:15]=1>CN(C1C=CN=CC=1)C.N1C=CC=CC=1>[C:14]1([S:20]([N:5]2[CH2:6][CH:7]([C:8]3[CH:13]=[CH:12][CH:11]=[CH:10][CH:9]=3)[CH:3]([CH2:2][O:1][S:20]([C:14]3[CH:19]=[CH:18][CH:17]=[CH:16][CH:15]=3)(=[O:22])=[O:21])[CH2:4]2)(=[O:22])=[O:21])[CH:19]=[CH:18][CH:17]=[CH:16][CH:15]=1. Procedure details: A solution of 196 mg (1.1 mmol) of 3-(SR)-hydroxymethyl-4-(SR)-phenylpyrrolidine (from Example 1, Step C) and 27 mg (0.2 mmol) of 4-(N,N-dimethylamino)pyridine in 5 mL of pyridine at 0 ° C. was treated with 488 mg (2.8 mmol) of benzenesulfonyl chloride. The cooling bath was removed and the resulting mixture was stirred at rt for 1 h. The reaction mixture was treated with an additional 290 mg of benzenesulfonyl chloride and the resulting mixture was stirred at rt for 1 h. The reaction mixture was... The product is COC1=C(C(=O)O)C=C(C=C1)N1N=NN=C1SC (2-Methoxy-5-(5-methylthio-1H-tetrazol-1-yl)benzoic Acid). As a reaction SMILES: [CH3:1][O:2][C:3]1[CH:12]=[CH:11][C:10]([N:13]2[C:17]([S:18][CH3:19])=[N:16][N:15]=[N:14]2)=[CH:9][C:4]=1[C:5]([O:7]C)=[O:6].[OH-].[Li+]>O1CCCC1.O>[CH3:1][O:2][C:3]1[CH:12]=[CH:11][C:10]([N:13]2[C:17]([S:18][CH3:19])=[N:16][N:15]=[N:14]2)=[CH:9][C:4]=1[C:5]([OH:7])=[O:6] |f:1.2,3.4|. Starting materials: COC1=C(C(=O)OC)C=C(C=C1)N1N=NN=C1SC (methyl 2-methoxy-5-(5-methylthio-1H-tetrazol-1-yl)benzoate), [OH-].[Li+] (lithium hydroxide). The solvent is O1CCCC1.O (tetrahydrofuran water). Reported procedure: Combine methyl 2-methoxy-5-(5-methylthio-1H-tetrazol-1-yl)benzoate (0.51 g, 1.81 mmol) and lithium hydroxide (0.065 g, 2.71 mmol) and tetrahydrofuran/water (5 mL/5 mL). Heat to reflux. After 1 hour, cool to ambient temperature, separate the layers, and extract the organic layer 2 times with 1 M aqueous sodium hydroxide solution. Combine the aqueous layers and extract with diethyl ether. Acidify the aqueous layer using aqueous 1 M hydrochloric acid solution to give the title compound. Reaction conditions: time 1 hour. The reactants are C(N)(=N)C=1C=C2C3C(C(NC2=CC1)C1=C(C=C(C(=C1)OC)O)C1=C(C=C(C=C1)C(=O)O)OC)CC1=CC=CC=C13 (2′-(2-Carbamimidoyl-5,6a,7,11b-tetrahydro-6H-indeno[2,1-c]quinolin-6-yl)-5′-hydroxy-2,4′-dimethoxy-biphenyl-4-carboxylic acid), N1(CCOCC1)CCN (2-morpholin-4-yl-ethylamine). Reported procedure: Example 237 was prepared according to the protocol described for example 235 from 2′-(2-Carbamimidoyl-5,6a,7,11b-tetrahydro-6H-indeno[2,1-c]quinolin-6-yl)-5′-hydroxy-2,4′-dimethoxy-biphenyl-4-carboxylic acid (example 235 step a) and 2-morpholin-4-yl-ethylamine. Mass Spectrum: 648 (M+1). The product is N1(CCOCC1)CCNC(=O)C1=CC(=C(C=C1)C1=C(C=C(C(=C1)O)OC)C1NC2=CC=C(C=C2C2C1CC1=CC=CC=C12)C(N)=N)OC (2′-(2-Carbamimidoyl-5,6a,7,11b-tetrahydro-6H-indeno[2,1-c]quinolin-6-yl)-5′-hydroxy-2,4′-dimethoxy-biphenyl-4-carboxylic acid (2-morpholin-4-yl-ethyl)-amide). As a reaction SMILES: [C:1]([C:4]1[CH:5]=[C:6]2[C:11](=[CH:12][CH:13]=1)[NH:10][CH:9]([C:14]1[CH:19]=[C:18]([O:20][CH3:21])[C:17]([OH:22])=[CH:16][C:15]=1[C:23]1[CH:28]=[CH:27][C:26]([C:29](O)=[O:30])=[CH:25][C:24]=1[O:32][CH3:33])[CH:8]1[CH2:34][C:35]3[C:40]([CH:7]21)=[CH:39][CH:38]=[CH:37][CH:36]=3)(=[NH:3])[NH2:2].[N:41]1([CH2:47][CH2:48][NH2:49])[CH2:46][CH2:45][O:44][CH2:43][CH2:42]1>>[N:41]1([CH2:47][CH2:48][NH:49][C:29]([C:26]2[CH:27]=[CH:28][C:23]([C:15]3[CH:16]=[C:17]([OH:22])[C:18]([O:20][CH3:21])=[CH:19][C:14]=3[CH:9]3[CH:8]4[CH2:34][C:35]5[C:40]([CH:7]4[C:6]4[C:11](=[CH:12][CH:13]=[C:4]([C:1](=[NH:2])[NH2:3])[CH:5]=4)[NH:10]3)=[CH:39][CH:38]=[CH:37][CH:36]=5)=[C:24]([O:32][CH3:33])[CH:25]=2)=[O:30])[CH2:46][CH2:45][O:44][CH2:43][CH2:42]1. Reactants: C[Si](Br)(C)C (trimethylbromosilane), C(C)OP(=O)(CC1CCCCC1)C[C@H](CNC(C)C1=CC(=CC=C1)C#N)O (3-{N-[1-(3-cyanophenyl)ethyl]amino}-2(S)-hydroxy-propyl(cyclohexylmethyl)phosphinic acid ethyl ester). The solvent is ClCCl (dichloromethane). Conditions: time 24 hour. Yields the product Br.C(#N)C=1C=C(C=CC1)C(C)NC[C@@H](CP(O)(=O)CC1CCCCC1)O (3-{N-[1-(3-cyanophenyl)ethyl]amino}-2(S)-hydroxy-propyl(cyclohexylmethyl)phosphinic acid hydrobromide). Reaction SMILES: C[Si](C)(C)[Br:3].C([O:8][P:9]([CH2:18][C@@H:19]([OH:32])[CH2:20][NH:21][CH:22]([C:24]1[CH:29]=[CH:28][CH:27]=[C:26]([C:30]#[N:31])[CH:25]=1)[CH3:23])([CH2:11][CH:12]1[CH2:17][CH2:16][CH2:15][CH2:14][CH2:13]1)=[O:10])C>ClCCl>[BrH:3].[C:30]([C:26]1[CH:25]=[C:24]([CH:22]([NH:21][CH2:20][C@H:19]([OH:32])[CH2:18][P:9]([CH2:11][CH:12]2[CH2:17][CH2:16][CH2:15][CH2:14][CH2:13]2)(=[O:8])[OH:10])[CH3:23])[CH:29]=[CH:28][CH:27]=1)#[N:31] |f:3.4|. Procedure: 0.97 g of trimethylbromosilane is added to a solution of 0.62 g of 3-{N-[1-(3-cyanophenyl)ethyl]amino}-2(S)-hydroxy-propyl(cyclohexylmethyl)phosphinic acid ethyl ester in 10 ml of absolute dichloromethane. The resulting solution is stirred for 24 hours at room temperature, the volatile portions are removed under reduced pressure and the residue is dissolved in 99.9% methanol. The solution is stirred for 1 hour at room temperature, the solvent is removed and the residue is crystallised from ethan... Reactants: BrC1=C(N)C=CC=C1 (o-bromoaniline), [S-]C#N.[Na+] (sodium thiocyanate), BrBr (bromine), BrBr (bromine), [Br-].[Na+] (sodium bromide), C([O-])([O-])=O.[Na+].[Na+] (sodium carbonate). Solvent: CO (methanol), CO (methanol), O (water). Reaction conditions: time 1 hour. Product: BrC1=C(N)C=CC(=C1)SC#N (2-Bromo-4-thiocyanoaniline). Yield: 96.0%. As a reaction SMILES: [Br:1][C:2]1[CH:8]=[CH:7][CH:6]=[CH:5][C:3]=1[NH2:4].[S-:9][C:10]#[N:11].[Na+].BrBr.[Br-].[Na+].C(=O)([O-])[O-].[Na+].[Na+]>CO.O>[Br:1][C:2]1[CH:8]=[C:7]([S:9][C:10]#[N:11])[CH:6]=[CH:5][C:3]=1[NH2:4] |f:1.2,4.5,6.7.8|. Procedure details: To a cold (0°-5° C.), stirred solution of o-bromoaniline (20.6 g., 0.12 mole) and sodium thiocyanate (29.2 g., 0.36 mole) in methanol (300 ml.) is added dropwise a solution of bromine (19.5 g., 0.122 mole) in methanol (75 ml.) saturated with sodium bromide. The solution is stirred for one hour following the addition of the bromine and then poured into water (2 liters) and neutralized with sodium carbonate. The resulting solid is collected, washed with water and dried, m.p. 74°-79° C., yield 96% ...